Task: describe an organic reaction: reactants, conditions, products, and yield. Dataset: the Open Reaction Database (ORD), a public repository of structured organic reaction records Starting materials: ClC1=NC=2N(C(=C1C1=C(C=C(C=C1F)F)F)N[C@H](C(F)(F)F)C)N=CN2 ([5-chloro-6-(2,4,6-trifluoro-phenyl)-[1,2,4]triazolo[1,5-a]pyrimidin-7-yl]-((1S)-2,2,2-trifluoro-1-methyl-ethyl)-amine), [H-].[Na+] (NaH), CNCCCO (3-methylamino-propan-1-ol), C(CCC(=O)O)(=O)O (succinic acid). Solvent: O (water), C1CCOC1 (THF), C(C)(C)(C)OC (TBME), C1CCOC1 (THF). Reaction conditions: temperature 60 celsius, time 30 minute. Yields the product O.O.C(CCC(=O)O)(=O)O.ClC1=NC=2N(C(=C1C1=C(C=C(C=C1F)OCCCNC)F)N[C@H](C(F)(F)F)C)N=CN2 (5-Chloro-6-{2,6-difluoro-4-[3-(methylamino)propoxy]phenyl}-N-[(1S)-2,2,2-trifluoro-1-methylethyl][1,2,4]triazolo[1,5-a]pyrimidin-7-amine Succinate Salt Dihydrate). RXN SMILES: [H-].[Na+].[CH3:3][NH:4][CH2:5][CH2:6][CH2:7][OH:8].[Cl:9][C:10]1[C:15]([C:16]2[C:21]([F:22])=[CH:20][C:19](F)=[CH:18][C:17]=2[F:24])=[C:14]([NH:25][C@@H:26]([CH3:31])[C:27]([F:30])([F:29])[F:28])[N:13]2[N:32]=[CH:33][N:34]=[C:12]2[N:11]=1.[C:35]([OH:42])(=[O:41])[CH2:36][CH2:37][C:38]([OH:40])=[O:39]>C1COCC1.C(OC)(C)(C)C.O>[OH2:8].[OH2:39].[C:35]([OH:42])(=[O:41])[CH2:36][CH2:37][C:38]([OH:40])=[O:39].[Cl:9][C:10]1[C:15]([C:16]2[C:21]([F:22])=[CH:20][C:19]([O:8][CH2:7][CH2:6][CH2:5][NH:4][CH3:3])=[CH:18][C:17]=2[F:24])=[C:14]([NH:25][C@@H:26]([CH3:31])[C:27]([F:29])([F:30])[F:28])[N:13]2[N:32]=[CH:33][N:34]=[C:12]2[N:11]=1 |f:0.1,8.9.10.11|. Procedure: To a suspension of NaH (40.9 g, 1.02 mol, 60% in oil) in anhydrous THF (750 mL) is added 3-methylamino-propan-1-ol (115 g, 1.21 mol) at about 20-30° C. dropwise over 30 min. The mixture is stirred for 30 min. Then, a solution of [5-chloro-6-(2,4,6-trifluoro-phenyl)-[1,2,4]triazolo[1,5-a]pyrimidin-7-yl]-((1S)-2,2,2-trifluoro-1-methyl-ethyl)-amine (150 g, 0.379 mol) in THF (150 mL) is added slowly over 15 min. The mixture is heated to 60° C. and stirred for 16 h, then cooled to 0-6° C. Cold water ...